The task is: describe an organic reaction: reactants, conditions, products, and yield. This data is from the Open Reaction Database (ORD), a public repository of structured organic reaction records. Starting materials: [BH4-], N#CCc1ccccc1C(=O)O, C1CCOC1, I, [Na+]. Product: N#CCc1ccccc1CO. Reaction SMILES: [BH4-:1].[C:3](#[N:4])[CH2:5][c:6]1[c:7]([C:8](=[O:9])[OH:10])[cH:11][cH:12][cH:13][cH:14]1.[CH2:16]1[O:17][CH2:18][CH2:19][CH2:20]1.[I:15].[Na+:2]>>[C:3](#[N:4])[CH2:5][c:6]1[c:7]([CH2:8][OH:9])[cH:11][cH:12][cH:13][cH:14]1. Reactants: NC1=NC(=C2N=CN(C2=N1)COCCO)N (2-amino-9-(2-hydroxyethoxymethyl) adenine), [C@@H]1([C@H](O)[C@H](O)[C@@H](CO)O1)N1C=NC=2C(N)=NC=NC12 (adenosine). Run in O (water), CO (methanol), S(=O)(=O)([O-])[O-].[NH4+].[NH4+] (ammonium sulfate). Product: OCCOCN1C=2N=C(NC(C2N=C1)=O)N (9-(2-hydroxyethoxymethyl)guanine). RXN SMILES: [NH2:1][C:2]1[N:10]=[C:9]2[C:5]([N:6]=[CH:7][N:8]2[CH2:11][O:12][CH2:13][CH2:14][OH:15])=[C:4](N)[N:3]=1.[C@@H]1(N2C3N=CN=C(N)C=3N=C2)O[C@H](CO)[C@@H](O)[C@H]1[OH:19]>O.S([O-])([O-])(=O)=O.[NH4+].[NH4+].CO>[OH:15][CH2:14][CH2:13][O:12][CH2:11][N:8]1[CH:7]=[N:6][C:5]2[C:4](=[O:19])[NH:3][C:2]([NH2:1])=[N:10][C:9]1=2 |f:3.4.5|. Reported procedure: To a solution of 2-amino-9-(2-hydroxyethoxymethyl) adenine (0.22 g) in water (30 ml) was added a suspension of adenosine deaminase in aqueous ammonium sulfate (0.44 ml, containing 4.4 mg of the enzyme). The reaction mixture, which initially had a pH of 7.0, was heated at 37° C. for 18 hours, at which time the pH was 8.5 and TLC (silica gel plates developed in 15% methanol - 85% chloroform) indicated a single product different from starting material. The reaction mixture was thoroughly chilled in... Reactants: O=C([O-])[O-], COc1ccc(-c2nnc(C(=O)N3CC(OS(C)(=O)=O)C3)o2)cc1, [Cs+], [Cs+], CN(C)C=O, O=Cc1ccc(O)cc1. The product is COc1ccc(-c2nnc(C(=O)N3CC(Oc4ccc(C=O)cc4)C3)o2)cc1. As a reaction SMILES: [C:10](=[O:11])([O-:12])[O-:13].[CH3:16][S:17](=[O:18])(=[O:19])[O:20][CH:21]1[CH2:22][N:23]([C:25](=[O:26])[c:27]2[o:28][c:29](-[c:32]3[cH:33][cH:34][c:35]([O:38][CH3:39])[cH:36][cH:37]3)[n:30][n:31]2)[CH2:24]1.[Cs+:14].[Cs+:15].[O:40]=[CH:41][N:42]([CH3:43])[CH3:44].[OH:1][c:2]1[cH:3][cH:4][c:5]([CH:6]=[O:7])[cH:8][cH:9]1>>[c:2]1([O:20][CH:21]2[CH2:22][N:23]([C:25](=[O:26])[c:27]3[o:28][c:29](-[c:32]4[cH:33][cH:34][c:35]([O:38][CH3:39])[cH:36][cH:37]4)[n:30][n:31]3)[CH2:24]2)[cH:3][cH:4][c:5]([CH:6]=[O:7])[cH:8][cH:9]1. As a reaction SMILES: [CH3:1][O:2][CH2:3][CH:4]([CH3:5])[NH:6][C:7](=[O:8])[c:9]1[cH:10][c:11](-[c:18]2[cH:19][cH:20][c:21]([CH3:24])[cH:22][cH:23]2)[cH:12][c:13]([N+:15]([O-:16])=[O:17])[cH:14]1.[CH3:28][OH:29].[Sn:25]([Cl:26])[Cl:27]>>[CH3:1][O:2][CH2:3][CH:4]([CH3:5])[NH:6][C:7](=[O:8])[c:9]1[cH:10][c:11](-[c:18]2[cH:19][cH:20][c:21]([CH3:24])[cH:22][cH:23]2)[cH:12][c:13]([NH2:15])[cH:14]1. Starting materials: COCC(C)NC(=O)c1cc(-c2ccc(C)cc2)cc([N+](=O)[O-])c1, CO, Cl[Sn]Cl. Product: COCC(C)NC(=O)c1cc(N)cc(-c2ccc(C)cc2)c1. Starting materials: COc1ccc(-c2cc3ccccc3s2)cc1, CC(C)O, ClCCl, Cl, O=C(O)c1ccc(OCCN2CCCCCC2)cc1. Product: COc1ccc(-c2sc3ccccc3c2C(=O)c2ccc(OCCN3CCCCCC3)cc2)cc1. RXN SMILES: [CH3:1][O:2][c:3]1[cH:4][cH:5][c:6](-[c:9]2[cH:10][c:11]3[c:12]([s:13]2)[cH:14][cH:15][cH:16][cH:17]3)[cH:7][cH:8]1.[CH:38]([OH:39])([CH3:40])[CH3:41].[Cl:42][CH2:43][Cl:44].[ClH:18].[N:19]1([CH2:26][CH2:27][O:28][c:29]2[cH:30][cH:31][c:32]([C:33](=[O:34])[OH:35])[cH:36][cH:37]2)[CH2:20][CH2:21][CH2:22][CH2:23][CH2:24][CH2:25]1>>[CH3:1][O:2][c:3]1[cH:4][cH:5][c:6](-[c:9]2[c:10]([C:33]([c:32]3[cH:31][cH:30][c:29]([O:28][CH2:27][CH2:26][N:19]4[CH2:20][CH2:21][CH2:22][CH2:23][CH2:24][CH2:25]4)[cH:37][cH:36]3)=[O:34])[c:11]3[c:12]([s:13]2)[cH:14][cH:15][cH:16][cH:17]3)[cH:7][cH:8]1. The reactants are CN1C(N(C2=C(C1=O)C=CS2)CC(C)C)=O (3-methyl-1-(2-methylpropyl)thieno[2,3-d]pyrimidin-2,4(1H,3H)-dione), C(C)(C)[N-]C(C)C.[Li+] (lithium diisopropylamide), C(#N)C1=C(C=O)C=CC=C1 (o-cyanobenzaldehyde), O (Water). Run in O1CCCC1 (tetrahydrofuran), O1CCCC1 (tetrahydrofuran). Run at time 2 hour. Product: N=C1C2=C(C(O1)C1=CC3=C(N(C(N(C3=O)C)=O)CC(C)C)S1)C=CC=C2 (6-(3-Imino-1,3-dihydro-benzo[c]furan-1-yl)-3-methyl-1-(2-methylpropyl)thieno[2,3-d]pyrimidine-2,4(1H, 3H)-dione). Reaction SMILES: [CH3:1][N:2]1[C:7](=[O:8])[C:6]2[CH:9]=[CH:10][S:11][C:5]=2[N:4]([CH2:12][CH:13]([CH3:15])[CH3:14])[C:3]1=[O:16].C([N-]C(C)C)(C)C.[Li+].[C:25]([C:27]1[CH:34]=[CH:33][CH:32]=[CH:31][C:28]=1[CH:29]=[O:30])#[N:26].O>O1CCCC1>[NH:26]=[C:25]1[O:30][CH:29]([C:10]2[S:11][C:5]3[N:4]([CH2:12][CH:13]([CH3:14])[CH3:15])[C:3](=[O:16])[N:2]([CH3:1])[C:7](=[O:8])[C:6]=3[CH:9]=2)[C:28]2[CH:31]=[CH:32][CH:33]=[CH:34][C:27]1=2 |f:1.2|. Reported procedure: To a solution of 3-methyl-1-(2-methylpropyl)thieno[2,3-d]pyrimidin-2,4(1H,3H)-dione (500 mg) in tetrahydrofuran (10 ml) at −78° C. was added lithium diisopropylamide (1M, 3.1 ml). After 5 minutes a solution of o-cyanobenzaldehyde in tetrahydrofuran (2 ml) was added and the reaction was allowed to stir for 2 h. Water (10 ml) was the added and the mixture was allowed to warm to room temperature. The mixture was extracted with ethyl acetate. The organic layer was separated and dried over magnesium ... The reactants are CCOC(=O)c1ccc(-c2cccc3cncn23)cc1, CCO, [Na+], [OH-]. Yields the product O=C(O)c1ccc(-c2cccc3cncn23)cc1. RXN SMILES: [CH2:1]([CH3:2])[O:3][C:4](=[O:5])[c:6]1[cH:7][cH:8][c:9](-[c:12]2[cH:13][cH:14][cH:15][c:16]3[n:17]2[cH:18][n:19][cH:20]3)[cH:10][cH:11]1.[CH3:21][CH2:22][OH:23].[Na+:25].[OH-:24]>>[O:3]=[C:4]([OH:5])[c:6]1[cH:7][cH:8][c:9](-[c:12]2[cH:13][cH:14][cH:15][c:16]3[n:17]2[cH:18][n:19][cH:20]3)[cH:10][cH:11]1. Starting materials: CO, CC1(C)OCC(Cn2ccc(NC(=O)C(CC3CCCC3)n3ncc(Oc4c(F)cccc4F)cc3=O)n2)O1, O, Cc1ccc(S(=O)(=O)O)cc1. Yields the product O=C(Nc1ccn(CC(O)CO)n1)C(CC1CCCC1)n1ncc(Oc2c(F)cccc2F)cc1=O. Reaction SMILES: [CH3:52][OH:53].[CH:1]1([CH2:6][CH:7]([C:8](=[O:9])[NH:10][c:11]2[n:12][n:13]([CH2:16][CH:17]3[O:18][C:19]([CH3:22])([CH3:23])[O:20][CH2:21]3)[cH:14][cH:15]2)[n:24]2[n:25][cH:26][c:27]([O:31][c:32]3[c:33]([F:39])[cH:34][cH:35][cH:36][c:37]3[F:38])[cH:28][c:29]2=[O:30])[CH2:2][CH2:3][CH2:4][CH2:5]1.[OH2:40].[c:41]1([CH3:42])[cH:43][cH:44][c:45]([S:46]([OH:47])(=[O:48])=[O:49])[cH:50][cH:51]1>>[CH:1]1([CH2:6][CH:7]([C:8](=[O:9])[NH:10][c:11]2[n:12][n:13]([CH2:16][CH:17]([OH:18])[CH2:21][OH:20])[cH:14][cH:15]2)[n:24]2[n:25][cH:26][c:27]([O:31][c:32]3[c:33]([F:39])[cH:34][cH:35][cH:36][c:37]3[F:38])[cH:28][c:29]2=[O:30])[CH2:2][CH2:3][CH2:4][CH2:5]1. Isolated yield 82.2%. Reactants: N(N)C1=CC=C(C=C1)S(=O)(=O)O (p-hydrazino-benzenesulfonic acid), C(C)O (ethanol), FC(C(CC(=O)C1=CC=C(C=C1)C)=O)(F)F (4,4,4-trifluoro-1-(4-methyl-phenyl)-butane-1,3-dione). Reaction SMILES: [NH:1]([C:3]1[CH:8]=[CH:7][C:6]([S:9]([OH:12])(=[O:11])=[O:10])=[CH:5][CH:4]=1)[NH2:2].C(O)C.[F:16][C:17]([F:31])([F:30])[C:18](=O)[CH2:19][C:20]([C:22]1[CH:27]=[CH:26][C:25]([CH3:28])=[CH:24][CH:23]=1)=O>>[CH3:28][C:25]1[CH:24]=[CH:23][C:22]([C:20]2[N:1]([C:3]3[CH:8]=[CH:7][C:6]([S:9]([OH:12])(=[O:10])=[O:11])=[CH:5][CH:4]=3)[N:2]=[C:18]([C:17]([F:16])([F:30])[F:31])[CH:19]=2)=[CH:27][CH:26]=1. The product is CC1=CC=C(C=C1)C1=CC(=NN1C1=CC=C(C=C1)S(=O)(=O)O)C(F)(F)F (4-(5-p-methylphenyl-3-trifluoromethyl-pyrazol-1-yl)-benzenesulfonic acid). Procedure: To a stirred suspension of p-hydrazino-benzenesulfonic acid (42 g, 0.223 mol) in ethanol (450 ml) 6N hydrochloric acid (74 ml, 0.446 mol) was added at room temperature, followed by addition of 4,4,4-trifluoro-1-(4-methyl-phenyl)-butane-1,3-dione (51.45 g, 0.223 mol). The obtained suspension was refluxed for 8 h, then concentrated in vacuo. The residue was dissolved in water (300 ml) and extracted with ethyl acetate (2×200 ml). The combined organic layers were washed with water (1×100 ml) and bri...